Dataset: the Open Reaction Database (ORD), a public repository of structured organic reaction records. Task: describe an organic reaction: reactants, conditions, products, and yield Starting materials: O=C([O-])[O-], CCO, Cc1ccccc1, O=C(C=Cc1ccccc1)C=Cc1ccccc1, O=C(C=Cc1ccccc1)C=Cc1ccccc1, O=C(C=Cc1ccccc1)C=Cc1ccccc1, N#Cc1cc(N)n(-c2c(Cl)cc(Br)cc2Cl)n1, OB(O)c1ccc(C(F)(F)F)cc1, [Na+], [Na+], O, [Pd], [Pd]. Product: N#Cc1cc(N)n(-c2c(Cl)cc(-c3ccc(C(F)(F)F)cc3)cc2Cl)n1. Reaction SMILES: [C:31](=[O:32])([O-:33])[O-:34].[CH3:101][CH2:102][OH:103].[CH3:37][c:38]1[cH:39][cH:40][cH:41][cH:42][cH:43]1.[CH:46](=[CH:47][C:48]([CH:49]=[CH:50][c:51]1[cH:52][cH:53][cH:54][cH:55][cH:56]1)=[O:57])[c:58]1[cH:59][cH:60][cH:61][cH:62][cH:63]1.[CH:64](=[CH:65][C:66]([CH:67]=[CH:68][c:69]1[cH:70][cH:71][cH:72][cH:73][cH:74]1)=[O:75])[c:76]1[cH:77][cH:78][cH:79][cH:80][cH:81]1.[CH:82](=[CH:83][C:84]([CH:85]=[CH:86][c:87]1[cH:88][cH:89][cH:90][cH:91][cH:92]1)=[O:93])[c:94]1[cH:95][cH:96][cH:97][cH:98][cH:99]1.[Cl:1][c:2]1[c:3](-[n:10]2[n:11][c:12]([C:16]#[N:17])[cH:13][c:14]2[NH2:15])[c:4]([Cl:9])[cH:5][c:6]([Br:8])[cH:7]1.[F:18][C:19]([c:20]1[cH:21][cH:22][c:23]([B:26]([OH:27])[OH:28])[cH:24][cH:25]1)([F:29])[F:30].[Na+:35].[Na+:36].[OH2:100].[Pd:44].[Pd:45]>>[Cl:1][c:2]1[c:3](-[n:10]2[n:11][c:12]([C:16]#[N:17])[cH:13][c:14]2[NH2:15])[c:4]([Cl:9])[cH:5][c:6](-[c:23]2[cH:22][cH:21][c:20]([C:19]([F:18])([F:29])[F:30])[cH:25][cH:24]2)[cH:7]1. Starting materials: CC(C)[N-]C(C)C, COc1ccc2c(c1)OCC(c1ccncc1)C2=O, [Cl-], CI, [Li+], [NH4+], C1CCOC1. Yields the product COc1ccc2c(c1)OCC(C)(c1ccncc1)C2=O. RXN SMILES: [CH3:2][CH:3]([N-:4][CH:5]([CH3:6])[CH3:7])[CH3:8].[CH3:9][O:10][c:11]1[cH:12][cH:13][c:14]2[c:19]([cH:20]1)[O:18][CH2:17][CH:16]([c:21]1[cH:22][cH:23][n:24][cH:25][cH:26]1)[C:15]2=[O:27].[Cl-:30].[I:28][CH3:29].[Li+:1].[NH4+:31].[O:32]1[CH2:33][CH2:34][CH2:35][CH2:36]1>>[CH3:2][C:16]1([c:21]2[cH:22][cH:23][n:24][cH:25][cH:26]2)[C:15](=[O:27])[c:14]2[cH:13][cH:12][c:11]([O:10][CH3:9])[cH:20][c:19]2[O:18][CH2:17]1. Reactants: CC1=C(N=CN1)C(=O)NN (5-methyl-1H-imidazole-4-carboxylic acid hydrazide), COC(CCC)(OC)OC (trimethylorthobutyrate). The solvent is C(C)O (ethanol). The product is COC(CCC)=NNC(=O)C=1N=CNC1C (5-methyl-4-imidazolecarboxylic acid, 2-(1-methoxybutylidene)hydrazide). RXN SMILES: [CH3:1][C:2]1[NH:6][CH:5]=[N:4][C:3]=1[C:7]([NH:9][NH2:10])=[O:8].[CH3:11][O:12][C:13](OC)(OC)[CH2:14][CH2:15][CH3:16]>C(O)C>[CH3:11][O:12][C:13](=[N:10][NH:9][C:7]([C:3]1[N:4]=[CH:5][NH:6][C:2]=1[CH3:1])=[O:8])[CH2:14][CH2:15][CH3:16]. Procedure details: A mixture of 10 g of 5-methyl-1H-imidazole-4-carboxylic acid hydrazide, 80 ml of trimethylorthobutyrate and 395 ml of absolute ethanol was treated and described in Example 1, giving 16.5 g of 5-methyl-4-imidazolecarboxylic acid, 2-(1-methoxybutylidene)hydrazide. The reactants are [Cl-].[Ca+2].[Cl-] (calcium chloride), C(C1=CC=CC=C1)N1CCN(CC1)C1=CC=C(C=C1)[N+](=O)[O-] (4-(4-Benzyl-1-piperazinyl)-1-nitrobenzene). Reagents/catalysts: [Zn] (zinc). Run in O.C(C)O.C(C)(=O)O (water ethanol acetic acid). Product: C(C1=CC=CC=C1)N1CCN(CC1)C1=CC=C(N)C=C1 (4-(4-benzyl-1-piperazinyl)aniline). The yield is 96.7%. As a reaction SMILES: [CH2:1]([N:8]1[CH2:13][CH2:12][N:11]([C:14]2[CH:19]=[CH:18][C:17]([N+:20]([O-])=O)=[CH:16][CH:15]=2)[CH2:10][CH2:9]1)[C:2]1[CH:7]=[CH:6][CH:5]=[CH:4][CH:3]=1.[Cl-].[Ca+2].[Cl-]>O.C(O)C.C(O)(=O)C.[Zn]>[CH2:1]([N:8]1[CH2:9][CH2:10][N:11]([C:14]2[CH:15]=[CH:16][C:17]([NH2:20])=[CH:18][CH:19]=2)[CH2:12][CH2:13]1)[C:2]1[CH:3]=[CH:4][CH:5]=[CH:6][CH:7]=1 |f:1.2.3,4.5.6|. Reported procedure: 4-(4-Benzyl-1-piperazinyl)-1-nitrobenzene (2.6 g; 8.9 mmol) synthesized by the above process and zinc powder (3.2 g; 48 mmol) were added to a solution of calcium chloride (665 mg; 6.0 mmol) in water-ethanol-acetic acid (12 ml-55 ml-1.2 ml), and the mixture was stirred under reflux for 15 minutes in a bath controlled at 110° C. Insoluble substances were removed from the reaction mixture by suction filtration through Celite, and the filtrate was concentrated under reduced pressure. A saturated aqu... Reactants: C1CCOC1, CO, CCOC(=O)C1(CCCCCl)SCCCS1, [Li+], [OH-], O. Product: O=C(O)C1(CCCCCl)SCCCS1. Reaction SMILES: [CH2:21]1[O:22][CH2:23][CH2:24][CH2:25]1.[CH3:19][OH:20].[Cl:1][CH2:2][CH2:3][CH2:4][CH2:5][C:6]1([C:12](=[O:13])[O:14][CH2:15][CH3:16])[S:7][CH2:8][CH2:9][CH2:10][S:11]1.[Li+:18].[OH-:17].[OH2:26]>>[Cl:1][CH2:2][CH2:3][CH2:4][CH2:5][C:6]1([C:12](=[O:13])[OH:14])[S:7][CH2:8][CH2:9][CH2:10][S:11]1.